From a dataset of the Open Reaction Database (ORD), a public repository of structured organic reaction records. describe an organic reaction: reactants, conditions, products, and yield Reactants: C(C1=CC=CC=C1)Cl (benzyl chloride), C([O-])([O-])=O.[K+].[K+] (potassium carbonate), [I-].[K+] (potassium iodide), OC1=CC(=CC=2C(C3=CC=CC(=C3C(C12)=O)O)=O)CO (1,8-dihydroxy-3-(hydroxymethyl)anthraquinone). The reagents and catalysts are [Br-].C(CCC)[N+](CCCC)(CCCC)CCCC (tetrabutylammonium bromide). The solvent is CO (methyl alcohol), CN(C)C=O (DMF). Reaction conditions: temperature 80 celsius, time 52.5 minute. Yields the product C(C1=CC=CC=C1)OC1=CC(=CC=2C(C3=CC=CC(=C3C(C12)=O)OCC1=CC=CC=C1)=O)CO (1,8-dibenzyloxy-3-(hydroxymethyl)anthraquinone). Isolated yield 148.3%. RXN SMILES: C(=O)([O-])[O-].[K+].[K+].[I-].[K+].[OH:9][C:10]1[C:23]2[C:22](=[O:24])[C:21]3[C:16](=[CH:17][CH:18]=[CH:19][C:20]=3[OH:25])[C:15](=[O:26])[C:14]=2[CH:13]=[C:12]([CH2:27][OH:28])[CH:11]=1.[CH2:29](Cl)[C:30]1[CH:35]=[CH:34][CH:33]=[CH:32][CH:31]=1>[Br-].C([N+](CCCC)(CCCC)CCCC)CCC.CN(C=O)C.CO>[CH2:29]([O:9][C:10]1[C:23]2[C:22](=[O:24])[C:21]3[C:16](=[CH:17][CH:18]=[CH:19][C:20]=3[O:25][CH2:27][C:12]3[CH:13]=[CH:14][CH:23]=[CH:10][CH:11]=3)[C:15](=[O:26])[C:14]=2[CH:13]=[C:12]([CH2:27][OH:28])[CH:11]=1)[C:30]1[CH:35]=[CH:34][CH:33]=[CH:32][CH:31]=1 |f:0.1.2,3.4,7.8|. Procedure details: 483 g (3.5 moles) of potassium carbonate, 16 g (0.1 moles) of potassium iodide and 16 g (0.05 moles) of tetrabutylammonium bromide are added to a solution of 270 g (1 mole) of 1,8-dihydroxy-3-(hydroxymethyl)anthraquinone (aloe-emodin) in 3500 ml of DMF at 60° C.; the reaction mixture is heated at 80° C. for 1 h. It is cooled to 50° C. and 443 g (3.5 moles) of benzyl chloride are added dropwise in approximately one hour. At the end of the dripping, the reaction mixture is brought back to 80° C. a...